This data is from the Open Reaction Database (ORD), a public repository of structured organic reaction records. The task is: describe an organic reaction: reactants, conditions, products, and yield The reactants are Brc1cnc(C2CC2)nc1, CC1(C)OB(c2cccc3c2CC(N(Cc2ccccc2)Cc2ccccc2)CO3)OC1(C)C. The product is c1ccc(CN(Cc2ccccc2)C2COc3cccc(-c4cnc(C5CC5)nc4)c3C2)cc1. RXN SMILES: [Br:35][c:36]1[cH:37][n:38][c:39]([CH:42]2[CH2:43][CH2:44]2)[n:40][cH:41]1.[CH2:1]([c:2]1[cH:3][cH:4][cH:5][cH:6][cH:7]1)[N:8]([CH:9]1[CH2:10][O:11][c:12]2[cH:13][cH:14][cH:15][c:16]([B:19]3[O:20][C:21]([CH3:22])([CH3:23])[C:24]([CH3:25])([CH3:26])[O:27]3)[c:17]2[CH2:18]1)[CH2:28][c:29]1[cH:30][cH:31][cH:32][cH:33][cH:34]1>>[CH2:1]([c:2]1[cH:3][cH:4][cH:5][cH:6][cH:7]1)[N:8]([CH:9]1[CH2:10][O:11][c:12]2[cH:13][cH:14][cH:15][c:16](-[c:36]3[cH:37][n:38][c:39]([CH:42]4[CH2:43][CH2:44]4)[n:40][cH:41]3)[c:17]2[CH2:18]1)[CH2:28][c:29]1[cH:30][cH:31][cH:32][cH:33][cH:34]1. Starting materials: C1CN2CCN1CC2 (DABCO), Cl (HCl), COC(C1=C(C=CC(=C1)Br)O)=O (5-Bromo-2-hydroxy-benzoic acid methyl ester), CN(C(=S)Cl)C (dimethylthiocarbamoyl chloride). Solvent: CN(C)C=O (DMF), O (water). Reaction conditions: time 8 hour. The product is COC(C1=C(C=CC(=C1)Br)OC(N(C)C)=S)=O (5-bromo-2-dimethylthiocarbamoyloxy-benzoic acid methyl ester). Yield: 91.0%. As a reaction SMILES: [CH3:1][O:2][C:3](=[O:12])[C:4]1[CH:9]=[C:8]([Br:10])[CH:7]=[CH:6][C:5]=1[OH:11].[CH3:13][N:14]([CH3:18])[C:15](Cl)=[S:16].C1N2CCN(CC2)C1.Cl>CN(C=O)C.O>[CH3:1][O:2][C:3](=[O:12])[C:4]1[CH:9]=[C:8]([Br:10])[CH:7]=[CH:6][C:5]=1[O:11][C:15](=[S:16])[N:14]([CH3:18])[CH3:13]. Procedure: To a mixture of 5-Bromo-2-hydroxy-benzoic acid methyl ester (29.8 g, 129 mmol) and dimethylthiocarbamoyl chloride (17.54 g, 142 mmol) in DMF at room temperature was added DABCO (21.7 g, 193.5 mmol). The resulting mixture, after being stirred at room temperature overnight, was diluted with water (1.25 L) and acidified to a pH˜4 using 1 N HCl. The precipitate was collected, rinsed with water and dried in vacuo to provide crude 5-bromo-2-dimethylthiocarbamoyloxy-benzoic acid methyl ester as an off-... The reactants are O=C([O-])[O-], CN(C)C=O, COC(=O)C(C)Oc1cccc(CCl)c1, Cc1nn(-c2ccc(O)cc2F)c(=O)n1C(F)F, [K+], [K+]. Yields the product COC(=O)C(C)Oc1cccc(COc2ccc(-n3nc(C)n(C(F)F)c3=O)c(F)c2)c1. Reaction SMILES: [C:34](=[O:35])([O-:36])[O-:37].[CH3:40][N:41]([CH3:42])[CH:43]=[O:44].[Cl:19][CH2:20][c:21]1[cH:22][c:23]([O:24][CH:25]([C:26](=[O:27])[O:28][CH3:29])[CH3:30])[cH:31][cH:32][cH:33]1.[F:1][c:2]1[c:3](-[n:9]2[n:10][c:11]([CH3:18])[n:12]([CH:15]([F:16])[F:17])[c:13]2=[O:14])[cH:4][cH:5][c:6]([OH:8])[cH:7]1.[K+:38].[K+:39]>>[F:1][c:2]1[c:3](-[n:9]2[n:10][c:11]([CH3:18])[n:12]([CH:15]([F:16])[F:17])[c:13]2=[O:14])[cH:4][cH:5][c:6]([O:8][CH2:20][c:21]2[cH:22][c:23]([O:24][CH:25]([C:26](=[O:27])[O:28][CH3:29])[CH3:30])[cH:31][cH:32][cH:33]2)[cH:7]1. Reactants: C(C)(C)(C)OC(=O)NC1CCCCCC=CC2CC2(NC(C2CC(CN2C1=O)OC1=NC=CC2=CC=CC=C12)=O)C(=O)O (14-tert-butoxycarbonylamino-18-(isoquinolin-1-yloxy)-2,15-dioxo-3,16-diaza-tricyclo[14.3.0.04,6]-nonadec-7-ene-4-carboxylic acid), C(C1=CC=CC=C1)C1(CC1)S(=O)(=O)N (1-benzyl-cyclopropanesulfonic acid amide). Product: C(C)(C)(C)OC(NC1CCCCCC=CC2CC2(NC(C2CC(CN2C1=O)OC1=NC=CC2=CC=CC=C12)=O)C(=O)NS(=O)(=O)C1(CC1)CC1=CC=CC=C1)=O ([4-(1-benzyl-cyclopropanesulfonylaminocarbonyl)-18-(isoquinolin-1-yloxy)-2,15-dioxo-3,16-diaza-tricyclo[14.3.0.04,6]nonadec-7-en-14-yl]-carbamic acid tert-butyl ester). Reaction SMILES: [C:1]([O:5][C:6]([NH:8][CH:9]1[C:27](=[O:28])[N:26]2[CH:22]([CH2:23][CH:24]([O:29][C:30]3[C:39]4[C:34](=[CH:35][CH:36]=[CH:37][CH:38]=4)[CH:33]=[CH:32][N:31]=3)[CH2:25]2)[C:21](=[O:40])[NH:20][C:19]2([C:41](O)=[O:42])[CH:17]([CH2:18]2)[CH:16]=[CH:15][CH2:14][CH2:13][CH2:12][CH2:11][CH2:10]1)=[O:7])([CH3:4])([CH3:3])[CH3:2].[CH2:44]([C:51]1([S:54]([NH2:57])(=[O:56])=[O:55])[CH2:53][CH2:52]1)[C:45]1[CH:50]=[CH:49][CH:48]=[CH:47][CH:46]=1>>[C:1]([O:5][C:6](=[O:7])[NH:8][CH:9]1[C:27](=[O:28])[N:26]2[CH:22]([CH2:23][CH:24]([O:29][C:30]3[C:39]4[C:34](=[CH:35][CH:36]=[CH:37][CH:38]=4)[CH:33]=[CH:32][N:31]=3)[CH2:25]2)[C:21](=[O:40])[NH:20][C:19]2([C:41]([NH:57][S:54]([C:51]3([CH2:44][C:45]4[CH:50]=[CH:49][CH:48]=[CH:47][CH:46]=4)[CH2:53][CH2:52]3)(=[O:55])=[O:56])=[O:42])[CH:17]([CH2:18]2)[CH:16]=[CH:15][CH2:14][CH2:13][CH2:12][CH2:11][CH2:10]1)([CH3:4])([CH3:2])[CH3:3]. Procedure: Prepared from 14-tert-butoxycarbonylamino-18-(isoquinolin-1-yloxy)-2,15-dioxo-3,16-diaza-tricyclo[14.3.0.04,6]-nonadec-7-ene-4-carboxylic acid (50 mg, 0.075 mmol) and 1-benzyl-cyclopropanesulfonic acid amide (21 mg, 0.098 mmol, prepared as described above) to give [4-(1-benzyl-cyclopropanesulfonylaminocarbonyl)-18-(isoquinolin-1-yloxy)-2,15-dioxo-3,16-diaza-tricyclo[14.3.0.04,6]nonadec-7-en-14-yl]-carbamic acid tert-butyl ester as a white powder: 1H NMR (500 MHz, CD3Cl3) δ 1.23 (s, 9H), 1.04–1.9...